Dataset: the Open Reaction Database (ORD), a public repository of structured organic reaction records. Task: describe an organic reaction: reactants, conditions, products, and yield Starting materials: COC1=C(C=C(C=2CC(OC21)(C)C)C)C (7-methoxy-2,2,4,6-tetramethyl-2,3-dihydro-1-benzofuran), N(=O)[O-].[Na+] (sodium nitrite), Cl (hydrochloric acid), [N+](=O)([O-])C1=CC=C(N)C=C1 (p-nitroaniline). The solvent is C(C)(=O)O (acetic acid), O (water). Reaction conditions: temperature 10 celsius. The product is COC1=C(C(=C(C=2CC(OC21)(C)C)C)N=NC2=CC=C(C=C2)[N+](=O)[O-])C (1-(7-methoxy-2,2,4,6-tetramethyl-2,3-dihydro-1-benzofuran-5-yl)-2-(4-nitrophenyl)diazene). As a reaction SMILES: [N:1]([O-])=O.[Na+].Cl.[N+:6]([C:9]1[CH:15]=[CH:14][C:12]([NH2:13])=[CH:11][CH:10]=1)([O-:8])=[O:7].[CH3:16][O:17][C:18]1[C:26]2[O:25][C:24]([CH3:28])([CH3:27])[CH2:23][C:22]=2[C:21]([CH3:29])=[CH:20][C:19]=1[CH3:30]>C(O)(=O)C.O>[CH3:16][O:17][C:18]1[C:26]2[O:25][C:24]([CH3:27])([CH3:28])[CH2:23][C:22]=2[C:21]([CH3:29])=[C:20]([N:1]=[N:13][C:12]2[CH:14]=[CH:15][C:9]([N+:6]([O-:8])=[O:7])=[CH:10][CH:11]=2)[C:19]=1[CH3:30] |f:0.1|. Procedure details: A solution of water (100 mL) containing sodium nitrite (61.8 g, 895 mmol) was added dropwise to a suspension of 6N hydrochloric acid (1.74 L) containing p-nitroaniline (129 g, 933 mmol) under ice-cooling condition, with the inner temperature thereof being maintained at 10° C. or lower. The reaction solution was stirred under ice-cooling condition for 1 hour, and after that, a solution of acetic acid (1.74 L) containing 7-methoxy-2,2,4,6-tetramethyl-2,3-dihydro-1-benzofuran (crude, calculated as ... The reactants are CCCC[O-], CI, CC12CCC(=O)C=C1CCC1C2CCC2(C)C(O)CCC12, [K+]. Product: CC1=C2CCC3C(CCC4(C)C(O)CCC34)C2(C)CCC1=O. RXN SMILES: [CH3:22][CH2:23][CH2:24][CH2:25][O-:26].[CH3:28][I:29].[CH:1]12[CH2:2][CH2:3][C:4]3=[CH:5][C:6](=[O:7])[CH2:8][CH2:9][C:10]3([CH3:11])[CH:12]1[CH2:13][CH2:14][C:15]1([CH3:16])[CH:17]([OH:18])[CH2:19][CH2:20][CH:21]21.[K+:27]>>[CH:1]12[CH2:2][CH2:3][C:4]3=[C:5]([CH3:22])[C:6](=[O:7])[CH2:8][CH2:9][C:10]3([CH3:11])[CH:12]1[CH2:13][CH2:14][C:15]1([CH3:16])[CH:17]([OH:18])[CH2:19][CH2:20][CH:21]21. Starting materials: CCC1C=C(C)CC(C)CC(OC)C2OC(O)(C(=O)C(=O)N3CCCCC3C(=O)OC(C(C)=CC3CCC(O)C(OC)C3)C(C)C(O)CC1=O)C(C)CC2OC, C1CCOC1, [Li]C. Yields the product CCC1C=C(C)CC(C)CC(OC)C2OC(O)(C(=O)C(=O)N3CCCCC3C(=O)OC(C(C)=CC3CCC(O)C(OC)C3)C(C)C(O)CC1(C)O)C(C)CC2OC. RXN SMILES: [CH2:1]([CH3:2])[CH:3]1[C:4](=[O:56])[CH2:5][CH:6]([OH:55])[CH:7]([CH3:54])[CH:8]([C:42](=[CH:43][CH:44]2[CH2:45][CH:46]([O:51][CH3:52])[CH:47]([OH:50])[CH2:48][CH2:49]2)[CH3:53])[O:9][C:10](=[O:41])[CH:11]2[CH2:12][CH2:13][CH2:14][CH2:15][N:16]2[C:17](=[O:40])[C:18](=[O:39])[C:19]2([OH:38])[CH:20]([CH3:37])[CH2:21][CH:22]([O:35][CH3:36])[CH:23]([CH:24]([O:32][CH3:33])[CH2:25][CH:26]([CH3:31])[CH2:27][C:28]([CH3:30])=[CH:29]1)[O:34]2.[CH2:59]1[O:60][CH2:61][CH2:62][CH2:63]1.[Li:57][CH3:58]>>[CH2:1]([CH3:2])[CH:3]1[C:4]([OH:56])([CH3:58])[CH2:5][CH:6]([OH:55])[CH:7]([CH3:54])[CH:8]([C:42](=[CH:43][CH:44]2[CH2:45][CH:46]([O:51][CH3:52])[CH:47]([OH:50])[CH2:48][CH2:49]2)[CH3:53])[O:9][C:10](=[O:41])[CH:11]2[CH2:12][CH2:13][CH2:14][CH2:15][N:16]2[C:17](=[O:40])[C:18](=[O:39])[C:19]2([OH:38])[CH:20]([CH3:37])[CH2:21][CH:22]([O:35][CH3:36])[CH:23]([CH:24]([O:32][CH3:33])[CH2:25][CH:26]([CH3:31])[CH2:27][C:28]([CH3:30])=[CH:29]1)[O:34]2.